This data is from the Open Reaction Database (ORD), a public repository of structured organic reaction records. The task is: describe an organic reaction: reactants, conditions, products, and yield Reactants: Cl (hydrochloric acid), [N+](=O)([O-])C1=CC=C(C=C1)C=CC=CC1=CC=C(C=C1)C=CC=CC1=CC=C(C=C1)[N+](=O)[O-] (1,4-bis[4-(4-nitrophenyl)-1,3-butadienyl]benzene), resultant mixture, CN(C=O)C (dimethylformamide), aqueous solution, [OH-].[Na+] (sodium hydroxide), Cl (hydrochloric acid). Reagents/catalysts: [Fe] (iron). Run in O (water). Product: NC1=CC=C(C=C1)C=CC=CC1=CC=C(C=C1)C=CC=CC1=CC=C(C=C1)N (1,4-bis[4-(4-aminophenyl)-1,3-butadienyl]benzene). Isolated yield 73.5%. RXN SMILES: [N+:1]([C:4]1[CH:9]=[CH:8][C:7]([CH:10]=[CH:11][CH:12]=[CH:13][C:14]2[CH:19]=[CH:18][C:17]([CH:20]=[CH:21][CH:22]=[CH:23][C:24]3[CH:29]=[CH:28][C:27]([N+:30]([O-])=O)=[CH:26][CH:25]=3)=[CH:16][CH:15]=2)=[CH:6][CH:5]=1)([O-])=O.CN(C)C=O.Cl.[OH-].[Na+]>O.[Fe]>[NH2:1][C:4]1[CH:9]=[CH:8][C:7]([CH:10]=[CH:11][CH:12]=[CH:13][C:14]2[CH:19]=[CH:18][C:17]([CH:20]=[CH:21][CH:22]=[CH:23][C:24]3[CH:25]=[CH:26][C:27]([NH2:30])=[CH:28][CH:29]=3)=[CH:16][CH:15]=2)=[CH:6][CH:5]=1 |f:3.4|. Procedure: 21.22 g of 1,4-bis[4-(4-nitrophenyl)-1,3-butadienyl]benzene was put into 800 ml of dimethylformamide (DMF). To this mixture, 33.51 g of iron powder and an aqueous solution of hydrochloric acid prepared by diluting 8.5 ml of concentrated hydrochloric acid with 28 ml of water were successively added with stirring, and the obtained mixture was further stirred at 95 to 102° C. for 4 hours. The resultant mixture was cooled to 90° C., and adjusted to pH 9 by the addition of a 40% aqueous solution of s... Reactants: C(C)(=O)OC(C)=O (acetic anhydride), C(CCC)[Li] (n-butyllithium), cuprous bromide, P(OC)(OC)OC (trimethyl phosphite), C1(C=CCCC1)=O (2-cyclohexenone), NCCCCN (tetramethylenediamine). Run in C(C)OCC (diethyl ether), CCCCCC (hexane), C(C)OCC (diethyl ether). Reaction conditions: time 1 hour. Yields the product C(CCC)C1CC(CCC1)=O (3-n-butylcyclohexanone), C(C)(=O)C1C(CCCC1CCCC)=O (2-acetyl-3-n-butylcyclohexanone). As a reaction SMILES: P(OC)(OC)OC.[CH2:8]([Li])[CH2:9][CH2:10][CH3:11].[C:13]1(=[O:19])[CH2:18][CH2:17][CH2:16][CH:15]=[CH:14]1.N[CH2:21][CH2:22][CH2:23][CH2:24]N.[C:26](OC(=O)C)(=[O:28])[CH3:27]>C(OCC)C.CCCCCC>[CH2:8]([CH:15]1[CH2:16][CH2:17][CH2:18][C:13](=[O:19])[CH2:14]1)[CH2:9][CH2:10][CH3:11].[C:26]([CH:14]1[CH:15]([CH2:21][CH2:22][CH2:23][CH3:24])[CH2:16][CH2:17][CH2:18][C:13]1=[O:19])(=[O:28])[CH3:27]. Procedure: To 30 ml of anhydrous diethyl ether were added 1.5 g (10 mmol) of cuprous bromide and 2.5 g (20 mmol) of trimethyl phosphite, and the mixture stirred for about 1 hour at room temperature in an atmosphere of nitrogen. The mixture was cooled to -78° C., and 12.8 ml (20 mmol) of a 15% by weight hexane solution of n-butyllithium was added, followed by further stirring the mixture for 30 minutes. Then, 960 mg (10 mmol) of 2-cyclohexenone was added and reacted for 1 hour. After the reaction, 5 ml of t... Reactants: Oc1ccccc1F, O=[N+]([O-])c1ccc(F)cc1F, [H-], [Na+], C1CCOC1, O. Yields the product O=[N+]([O-])c1ccc(F)cc1Oc1ccccc1F. As a reaction SMILES: [F:19][c:20]1[c:21]([OH:26])[cH:22][cH:23][cH:24][cH:25]1.[F:8][c:9]1[c:10]([N+:16](=[O:17])[O-:18])[cH:11][cH:12][c:13]([F:15])[cH:14]1.[H-:1].[Na+:2].[O:3]1[CH2:4][CH2:5][CH2:6][CH2:7]1.[OH2:27]>>[c:9]1([O:26][c:21]2[c:20]([F:19])[cH:25][cH:24][cH:23][cH:22]2)[c:10]([N+:16](=[O:17])[O-:18])[cH:11][cH:12][c:13]([F:15])[cH:14]1. Starting materials: ClC=1C=C(C=CC1C(C(C(F)(F)F)(C1=CC(=NC=C1)C)O)C)O (3-Chloro-4-[3,3,3-trifluoro-2-hydroxy-1-methyl-2-(2-methyl-pyridin-4-yl)-propyl]-phenol), COC(C1=CC(=C(C=C1)CBr)OC)=O (methyl-4-(bromomethyl)-3-methoxybenzoate). Product: COC(C1=CC(=C(C=C1)COC1=CC(=C(C=C1)C(C(C(F)(F)F)(C1=CC(=NC=C1)C)O)C)Cl)OC)=O (4-{3-Chloro-4-[3,3,3-trifluoro-2-hydroxy-1-methyl-2-(2-methyl-pyridin-4-yl)-propyl]-phenoxymethyl}-3-methoxy-benzoic acid methyl ester). Reaction SMILES: [Cl:1][C:2]1[CH:3]=[C:4]([OH:23])[CH:5]=[CH:6][C:7]=1[CH:8]([CH3:22])[C:9]([OH:21])([C:14]1[CH:19]=[CH:18][N:17]=[C:16]([CH3:20])[CH:15]=1)[C:10]([F:13])([F:12])[F:11].[CH3:24][O:25][C:26](=[O:37])[C:27]1[CH:32]=[CH:31][C:30]([CH2:33]Br)=[C:29]([O:35][CH3:36])[CH:28]=1>>[CH3:24][O:25][C:26](=[O:37])[C:27]1[CH:32]=[CH:31][C:30]([CH2:33][O:23][C:4]2[CH:5]=[CH:6][C:7]([CH:8]([CH3:22])[C:9]([OH:21])([C:14]3[CH:19]=[CH:18][N:17]=[C:16]([CH3:20])[CH:15]=3)[C:10]([F:13])([F:11])[F:12])=[C:2]([Cl:1])[CH:3]=2)=[C:29]([O:35][CH3:36])[CH:28]=1. Procedure: The title compound was prepared in analogy to Example 93, step 7 from 3-chloro-4-[3,3,3-trifluoro-2-hydroxy-1-methyl-2-(2-methyl-pyridin-4-yl)-propyl]-phenol (obtained in Example 93, step 6) by alkylation with methyl-4-(bromomethyl)-3-methoxybenzoate [CAS Reg. No. 70264-94-7]. MS (m/e)=524.0 [MH+]. The reactants are CC(C)c1ccc(N)c(Br)c1, CCOC(C)=O, Cc1cc(-c2cccs2)nc(Cl)n1, OCCO. The product is Cc1cc(-c2cccs2)nc(Nc2ccc(C(C)C)cc2Br)n1. Reaction SMILES: [Br:1][c:2]1[c:3]([NH2:4])[cH:5][cH:6][c:7]([CH:9]([CH3:10])[CH3:11])[cH:8]1.[CH3:29][CH2:30][O:31][C:32](=[O:33])[CH3:34].[Cl:12][c:13]1[n:14][c:15](-[c:20]2[s:21][cH:22][cH:23][cH:24]2)[cH:16][c:17]([CH3:19])[n:18]1.[OH:25][CH2:26][CH2:27][OH:28]>>[Br:1][c:2]1[c:3]([NH:4][c:13]2[n:14][c:15](-[c:20]3[s:21][cH:22][cH:23][cH:24]3)[cH:16][c:17]([CH3:19])[n:18]2)[cH:5][cH:6][c:7]([CH:9]([CH3:10])[CH3:11])[cH:8]1. Reactants: C1(CC1)C1=NC=2C(=NC(=CC2C)C)N1CC1=CC=C(S1)C1(CC=CC1)C(=O)O (1-[5-(2-cyclopropyl-5,7-dimethylimidazo[4,5-b]pyridin-3-ylmethyl)thiophen-2-yl]cyclopent-3-ene carboxylic acid), 1,1-carbonyl diimidazole, C1(=CC=CC=C1)S(=O)(=O)N (benzenesulfonamide), C1CCC2=NCCCN2CC1 (DBU). Procedure details: A mixture of 1-[5-(2-cyclopropyl-5,7-dimethylimidazo[4,5-b]pyridin-3-ylmethyl)thiophen-2-yl]cyclopenten-3-ene carboxylic acid (Example 3) (500 mg, 1.27 mmol) and 1,1-carbonyl diimidazole (250 mg, 1.27 mmol) in THF (25 ml) was heated under reflux for 3 hours, then a solution of benzenesulfonamide (242 mg, 1.6 mmol) and DBU (243 mg, 1.6 mmol) in THF (2.0 ml) was added. The reaction mixture was heated at 40° C. for 19 hours, cooled to 23° C. and concentrated in vacuo. The residue was dissolved in w... Conditions: temperature 40 celsius. Yields the product C1(=CC=CC=C1)S(=O)(=O)N.C1(CC1)C1=NC=2C(=NC(=CC2C)C)N1CC1=CC=C(S1)C1(C=C=CC1)C(=O)O (1-[5-(2-cyclopropyl-5,7-dimethylimidazo[4,5-b]pyridin-3-ylmethyl)thiophen-2-yl]cyclopenten-3-ene carboxylic acid benzenesulfonamide). Run in C1CCOC1 (THF), C1CCOC1 (THF). As a reaction SMILES: [CH:1]1([C:4]2[N:14]([CH2:15][C:16]3[S:20][C:19]([C:21]4([C:26]([OH:28])=[O:27])[CH2:25][CH:24]=[CH:23][CH2:22]4)=[CH:18][CH:17]=3)[C:7]3=[N:8][C:9]([CH3:13])=[CH:10][C:11]([CH3:12])=[C:6]3[N:5]=2)[CH2:3][CH2:2]1.[C:29]1([S:35]([NH2:38])(=[O:37])=[O:36])[CH:34]=[CH:33][CH:32]=[CH:31][CH:30]=1.C1CCN2C(=NCCC2)CC1>C1COCC1>[C:29]1([S:35]([NH2:38])(=[O:37])=[O:36])[CH:34]=[CH:33][CH:32]=[CH:31][CH:30]=1.[CH:1]1([C:4]2[N:14]([CH2:15][C:16]3[S:20][C:19]([C:21]4([C:26]([OH:28])=[O:27])[CH2:25][CH:24]=[C:23]=[CH:22]4)=[CH:18][CH:17]=3)[C:7]3=[N:8][C:9]([CH3:13])=[CH:10][C:11]([CH3:12])=[C:6]3[N:5]=2)[CH2:2][CH2:3]1 |f:4.5|. Isolated yield 58.3%.